Dataset: the Open Reaction Database (ORD), a public repository of structured organic reaction records. Task: describe an organic reaction: reactants, conditions, products, and yield Reactants: C1(=CC=CC=C1)C1OC2=CC=C(C=C2CC1)OC1=CC=C(C=N1)N.N1CCC(CC1)C(=O)O (piperidine-4-carboxylic acid [6-(2-phenyl-chroman-6-yloxy)pyridine-3-yl]amine), C(C)(C)(C)OC([C@H](CCC(=O)O)NC(=O)O)=O ((S)-2-carboxyaminopentanedioic acid 1-tert-butyl ester). Product: N[C@H](C(=O)O)CCC(NC=1C=NC(=CC1)OC=1C=C2CCC(OC2=CC1)C1=CC=CC=C1)=O ((S)-2-Amino-4-[6-(2-phenylchroman-6-yloxy)pyridin-3-ylcarbamoyl]butyric acid). Reaction SMILES: [C:1]1([CH:7]2[CH2:16][CH2:15][C:14]3[C:9](=[CH:10][CH:11]=[C:12]([O:17][C:18]4[N:23]=[CH:22][C:21]([NH2:24])=[CH:20][CH:19]=4)[CH:13]=3)[O:8]2)[CH:6]=[CH:5][CH:4]=[CH:3][CH:2]=1.N1CCC(C(O)=O)CC1.C([O:38][C:39](=[O:50])[C@@H:40]([NH:46]C(O)=O)[CH2:41][CH2:42][C:43](O)=[O:44])(C)(C)C>>[NH2:46][C@@H:40]([CH2:41][CH2:42][C:43](=[O:44])[NH:24][C:21]1[CH:22]=[N:23][C:18]([O:17][C:12]2[CH:13]=[C:14]3[C:9](=[CH:10][CH:11]=2)[O:8][CH:7]([C:1]2[CH:6]=[CH:5][CH:4]=[CH:3][CH:2]=2)[CH2:16][CH2:15]3)=[CH:19][CH:20]=1)[C:39]([OH:50])=[O:38] |f:0.1|. Procedure: (S)-2-Amino-4-[6-(2-phenylchroman-6-yloxy)pyridin-3-ylcarbamoyl]butyric acid was prepared as described for piperidine-4-carboxylic acid [6-(2-phenyl-chroman-6-yloxy)pyridine-3-yl]amine in Example 19 a) and b) but replacing N-(tert-butoxycarbonyl)isonipecotic acid with (S)-2-carboxyaminopentanedioic acid 1-tert-butyl ester. RXN SMILES: [S:1]1[CH:5]=[CH:4][N:3]2[CH:6]=[C:7]([C:9]([OH:11])=O)[N:8]=[C:2]12.[NH2:12][C@@H:13]([CH3:30])[CH2:14][N:15]1[CH:19]=[CH:18][C:17]([C:20]2[CH:27]=[C:26]([F:28])[C:23]([C:24]#[N:25])=[C:22]([Cl:29])[CH:21]=2)=[N:16]1.CN(C=O)C>O.C(OCC)(=O)C>[Cl:29][C:22]1[CH:21]=[C:20]([C:17]2[CH:18]=[CH:19][N:15]([CH2:14][C@@H:13]([NH:12][C:9]([C:7]3[N:8]=[C:2]4[N:3]([CH:6]=3)[CH:4]=[CH:5][S:1]4)=[O:11])[CH3:30])[N:16]=2)[CH:27]=[C:26]([F:28])[C:23]=1[C:24]#[N:25]. Procedure: The title compound was prepared using the procedure described in Example 3(h) starting from imidazo[2,1-b]thiazole-6-carboxylic acid (1.041 mmol, 0.175 g) and (S)-4-(1-(2-aminopropyl)-1H-pyrazol-3-yl)-2-chloro-6-fluorobenzonitrile (1.041 mmol, 0.290 g). DMF (10 ml) was used as the solvent and the reaction time was 2 days. The work up was done by diluting the reaction mixture with water and ethyl acetate and washing it with 2M Na2CO3, water and brine. The combined organics were dried, filtered an... Run in O (water), C(C)(=O)OCC (ethyl acetate). The reactants are S1C=2N(C=C1)C=C(N2)C(=O)O (imidazo[2,1-b]thiazole-6-carboxylic acid), N[C@H](CN1N=C(C=C1)C1=CC(=C(C#N)C(=C1)F)Cl)C ((S)-4-(1-(2-aminopropyl)-1H-pyrazol-3-yl)-2-chloro-6-fluorobenzonitrile), CN(C)C=O (DMF). Conditions: time 2 day. Isolated yield 41.7%. The product is ClC=1C=C(C=C(C1C#N)F)C1=NN(C=C1)C[C@H](C)NC(=O)C=1N=C2SC=CN2C1 ((S)—N-(1-(3-(3-Chloro-4-cyano-5-fluorophenyl)-1H-pyrazol-1-yl)propan-2-yl)imidazo[2,1-b]thiazole-6-carboxamide).